From a dataset of the Open Reaction Database (ORD), a public repository of structured organic reaction records. describe an organic reaction: reactants, conditions, products, and yield Reactants: imine, FC(OC=1C=C(C=CC1)CCC(C)=O)(F)F (4-(3-trifluoromethoxyphenyl)-2-butanone), C1(=CC=CC2=CC=CC=C12)[C@@H](C)N ((R)-1-(1-naphthyl)ethylamine), C(#N)[BH3-].[Na+] (sodium cyanoborohydride), CO (methanol). Reagents/catalysts: CC([O-])C.[Ti+4].CC([O-])C.CC([O-])C.CC([O-])C (titanium(IV) isopropoxide). The solvent is C(Cl)(Cl)Cl (chloroform). The product is FC(OC=1C=C(C=CC1)CC[C@@H](C)N[C@@H](C)C1=CC=CC2=CC=CC=C12)(F)F ((S,R)-N-[4-(3-trifluoromethoxyphenyl)-2-butyl]-1-(1-naphthyl)ethylamine), 22X. Reaction SMILES: [F:1][C:2]([F:16])([F:15])[O:3][C:4]1[CH:5]=[C:6]([CH2:10][CH2:11][C:12](=O)[CH3:13])[CH:7]=[CH:8][CH:9]=1.[C:17]1([C@H:27]([NH2:29])[CH3:28])[C:26]2[C:21](=[CH:22][CH:23]=[CH:24][CH:25]=2)[CH:20]=[CH:19][CH:18]=1.C([BH3-])#N.[Na+].CO>C(Cl)(Cl)Cl.CC(C)[O-].[Ti+4].CC(C)[O-].CC(C)[O-].CC(C)[O-]>[F:1][C:2]([F:16])([F:15])[O:3][C:4]1[CH:5]=[C:6]([CH2:10][CH2:11][C@H:12]([NH:29][C@H:27]([C:17]2[C:26]3[C:21](=[CH:22][CH:23]=[CH:24][CH:25]=3)[CH:20]=[CH:19][CH:18]=2)[CH3:28])[CH3:13])[CH:7]=[CH:8][CH:9]=1 |f:2.3,6.7.8.9.10|. Procedure details: In a similar fashion an equal molar amount of 4-(3-trifluoromethoxyphenyl)-2-butanone, (R)-1-(1-naphthyl)ethylamine and 1.25 equivalents titanium(IV) isopropoxide were mixed and the intermediate imine reduced with ethanolic sodium cyanoborohydride. Work-up and repetitive preparative thin-layer chromatography using 5% methanol in chloroform afforded (S,R)-N-[4-(3-trifluoromethoxyphenyl)-2-butyl]-1-(1-naphthyl)ethylamine, 22X; m/z (rel. int.) 387 (M+, 3), 372 (15), 198 (15), 176 (12), 155 (100), 1... The reactants are O=C([O-])[O-], CCOC(=O)c1[nH]c2ccc(O)cc2c1-c1ccccc1, BrCc1ccccc1, CCC(C)=O, [K+], [K+]. Product: CCOC(=O)c1[nH]c2ccc(OCc3ccccc3)cc2c1-c1ccccc1. RXN SMILES: [C:22](=[O:23])([O-:24])[O-:25].[CH2:1]([CH3:2])[O:3][C:4](=[O:5])[c:6]1[nH:7][c:8]2[cH:9][cH:10][c:11]([OH:21])[cH:12][c:13]2[c:14]1-[c:15]1[cH:16][cH:17][cH:18][cH:19][cH:20]1.[CH2:28]([c:29]1[cH:30][cH:31][cH:32][cH:33][cH:34]1)[Br:35].[CH3:36][C:37]([CH2:38][CH3:39])=[O:40].[K+:26].[K+:27]>>[CH2:1]([CH3:2])[O:3][C:4](=[O:5])[c:6]1[nH:7][c:8]2[cH:9][cH:10][c:11]([O:21][CH2:28][c:29]3[cH:30][cH:31][cH:32][cH:33][cH:34]3)[cH:12][c:13]2[c:14]1-[c:15]1[cH:16][cH:17][cH:18][cH:19][cH:20]1.